The task is: describe an organic reaction: reactants, conditions, products, and yield. This data is from the Open Reaction Database (ORD), a public repository of structured organic reaction records. Reactants: SC(C(C(=O)OCC(CO)(CO)CO)(S)S)S (pentaerythritol tetramercaptopropionate), C=C1CC(=O)O1 (diketene). The reagents and catalysts are C(C)N(CC)CC (triethylamine). Solvent: C(C)#N (acetonitrile). Reaction conditions: temperature 70 celsius. Yields the product C(CC(=O)C)(=O)OCC(COC(C(C(S)S)(S)S)=O)(COC(CC(=O)C)=O)CO (Pentaerythritol Tetramercaptopropionate Diacetoacetate). RXN SMILES: [SH:1][CH:2]([SH:17])[C:3]([SH:16])([SH:15])[C:4]([O:6][CH2:7][C:8]([CH2:13][OH:14])([CH2:11][OH:12])[CH2:9][OH:10])=[O:5].[CH2:18]=[C:19]1[O:23][C:21](=[O:22])[CH2:20]1>C(N(CC)CC)C.C(#N)C>[C:21]([O:14][CH2:13][C:8]([CH2:11][OH:12])([CH2:9][O:10][C:21](=[O:22])[CH2:20][C:19]([CH3:18])=[O:23])[CH2:7][O:6][C:4](=[O:5])[C:3]([SH:15])([SH:16])[CH:2]([SH:1])[SH:17])(=[O:22])[CH2:20][C:19]([CH3:18])=[O:23]. Reported procedure: To a solution of 20.0 g. (0.041 mol) of pentaerythritol tetramercaptopropionate in 20 g. of acetonitrile was added 7.9 g. (0.094 mol. 2.3 equiv.) of diketene. Upon addition of triethylamine catalyst (30 mg) an exotherm of 17° C. was observed. After 30 minutes the reaction mixture was warmed to 70° C. for an additional 30 minutes to ensure complete reaction. Solvent was removed on a rotary evaporator. The reactants are CC(=O)NN, CO, COC(=N)CCCCn1cnc(NC(N)=NCC(F)(F)F)n1. Product: CC(=O)NNC(=N)CCCCn1cnc(NC(N)=NCC(F)(F)F)n1. Reaction SMILES: [C:23]([CH3:24])(=[O:25])[NH:26][NH2:27].[CH3:28][OH:29].[F:1][C:2]([CH2:3][N:4]=[C:5]([NH:6][c:7]1[n:8][n:9]([CH2:12][CH2:13][CH2:14][CH2:15][C:16]([O:17][CH3:18])=[NH:19])[cH:10][n:11]1)[NH2:20])([F:21])[F:22]>>[F:1][C:2]([CH2:3][N:4]=[C:5]([NH:6][c:7]1[n:8][n:9]([CH2:12][CH2:13][CH2:14][CH2:15][C:16](=[NH:19])[NH:27][NH:26][C:23]([CH3:24])=[O:25])[cH:10][n:11]1)[NH2:20])([F:21])[F:22].